This data is from the Open Reaction Database (ORD), a public repository of structured organic reaction records. The task is: describe an organic reaction: reactants, conditions, products, and yield Starting materials: O1C(=CC=C1)C=1OC(=C(N1)COC1=C(C=C(COC2=NN(C=C2C=O)C2=CC=CC=C2)C=C1)OC)C (3-[(4-{[2-(2-furyl)-5-methyl-1,3-oxazol-4-yl]methoxy}-3-methoxybenzyl)oxy]-1-phenyl-1H-pyrazole-4-carbaldehyde), Cl.[Cl-].C(C)N1C=NC(=C1)C[P+](C1=CC=CC=C1)(C1=CC=CC=C1)C1=CC=CC=C1 ([(1-ethyl-1H-imidazol-4-yl)methyl](triphenyl)phosphonium chloride hydrochloride), C([O-])([O-])=O.[K+].[K+] (potassium carbonate), CN(C=O)C (N,N-dimethylformamide), Cl.[Cl-].C(C)N1C=NC(=C1)C[P+](C1=CC=CC=C1)(C1=CC=CC=C1)C1=CC=CC=C1 ([(1-ethyl-1H-imidazol-4-yl)methyl](triphenyl)phosphonium chloride hydrochloride), C([O-])([O-])=O.[K+].[K+] (potassium carbonate). Solvent: O (water). Reaction conditions: time 16 hour. Product: C(C)N1C=NC(=C1)/C=C/C=1C(=NN(C1)C1=CC=CC=C1)OCC1=CC(=C(OCC=2N=C(OC2C)C=2OC=CC2)C=C1)OC (4-({4-[({4-[(E)-2-(1-ethyl-1H-imidazol-4-yl)ethenyl]-1-phenyl-1H-pyrazol-3-yl}oxy)methyl]-2-methoxyphenoxy}methyl)-2-(2-furyl)-5-methyl-1,3-oxazole). The yield is 18.8%. As a reaction SMILES: [O:1]1[CH:5]=[CH:4][CH:3]=[C:2]1[C:6]1[O:7][C:8]([CH3:36])=[C:9]([CH2:11][O:12][C:13]2[CH:33]=[CH:32][C:16]([CH2:17][O:18][C:19]3[C:23]([CH:24]=O)=[CH:22][N:21]([C:26]4[CH:31]=[CH:30][CH:29]=[CH:28][CH:27]=4)[N:20]=3)=[CH:15][C:14]=2[O:34][CH3:35])[N:10]=1.Cl.[Cl-].[CH2:39]([N:41]1[CH:45]=[C:44]([CH2:46][P+](C2C=CC=CC=2)(C2C=CC=CC=2)C2C=CC=CC=2)[N:43]=[CH:42]1)[CH3:40].C(=O)([O-])[O-].[K+].[K+].CN(C)C=O>O>[CH2:39]([N:41]1[CH:45]=[C:44](/[CH:46]=[CH:24]/[C:23]2[C:19]([O:18][CH2:17][C:16]3[CH:32]=[CH:33][C:13]([O:12][CH2:11][C:9]4[N:10]=[C:6]([C:2]5[O:1][CH:5]=[CH:4][CH:3]=5)[O:7][C:8]=4[CH3:36])=[C:14]([O:34][CH3:35])[CH:15]=3)=[N:20][N:21]([C:26]3[CH:31]=[CH:30][CH:29]=[CH:28][CH:27]=3)[CH:22]=2)[N:43]=[CH:42]1)[CH3:40] |f:1.2.3,4.5.6|. Procedure details: A mixture of 3-[(4-{[2-(2-furyl)-5-methyl-1,3-oxazol-4-yl]methoxy}-3-methoxybenzyl)oxy]-1-phenyl-1H-pyrazole-4-carbaldehyde (1.50 g), [(1-ethyl-1H-imidazol-4-yl)methyl](triphenyl)phosphonium chloride hydrochloride (2.05 g), anhydrous potassium carbonate (1.07 g) and N,N-dimethylformamide (50 mL) was stirred at room temperature for 16 hrs. To the reaction mixture were added [(1-ethyl-1H-imidazol-4-yl)methyl](triphenyl)phosphonium chloride hydrochloride (2.05 g) and anhydrous potassium carbonate (...